This data is from the Open Reaction Database (ORD), a public repository of structured organic reaction records. The task is: describe an organic reaction: reactants, conditions, products, and yield Reactants: ONC(=N)C1=CC=C(CN(C(C2=CC=C(C=C2)NC(CC2=C(C=C(C=C2)OC)C(F)(F)F)=O)=O)CC(=O)OC(C)(C)C)C=C1 (tert-butyl 2-(N-(4-(N-hydroxycarbamimidoyl)benzyl)-4-(2-(4-methoxy-2-(trifluoromethyl)phenyl)acetamido)benzamido)acetate), CCN(C(C)C)C(C)C (DIEA), CC1=CC=C(C=C1)C1=CC=C(C=C1)C(=O)Cl (4′-methyl-[1,1′-biphenyl]-4-carbonyl chloride). Procedure: Prepared using General Procedure 20: To a stirring solution of tert-butyl 2-(N-(4-(N-hydroxycarbamimidoyl)benzyl)-4-(2-(4-methoxy-2-(trifluoromethyl)phenyl)acetamido)benzamido)acetate INT-33 (104 mg, 0.169 mmol) and DIEA (47.0 μL, 0.254 mmol) in dioxane (4 mL) was added 4′-methyl-[1,1′-biphenyl]-4-carbonyl chloride (39.0 mg, 0.169 mmol) in dioxane (1 mL). After stirring at room temperature for 30 min, the reaction mixture was heated to 120° C. for 2 h. The reaction mixture was allowed to cool to... As a reaction SMILES: [OH:1][NH:2][C:3]([C:5]1[CH:44]=[CH:43][C:8]([CH2:9][N:10]([CH2:35][C:36]([O:38][C:39]([CH3:42])([CH3:41])[CH3:40])=[O:37])[C:11](=[O:34])[C:12]2[CH:17]=[CH:16][C:15]([NH:18][C:19](=[O:33])[CH2:20][C:21]3[CH:26]=[CH:25][C:24]([O:27][CH3:28])=[CH:23][C:22]=3[C:29]([F:32])([F:31])[F:30])=[CH:14][CH:13]=2)=[CH:7][CH:6]=1)=[NH:4].CCN(C(C)C)C(C)C.[CH3:54][C:55]1[CH:60]=[CH:59][C:58]([C:61]2[CH:66]=[CH:65][C:64]([C:67](Cl)=O)=[CH:63][CH:62]=2)=[CH:57][CH:56]=1>O1CCOCC1.C([O-])(O)=O.[Na+]>[CH3:28][O:27][C:24]1[CH:25]=[CH:26][C:21]([CH2:20][C:19]([NH:18][C:15]2[CH:16]=[CH:17][C:12]([C:11]([N:10]([CH2:35][C:36]([O:38][C:39]([CH3:41])([CH3:40])[CH3:42])=[O:37])[CH2:9][C:8]3[CH:7]=[CH:6][C:5]([C:3]4[N:4]=[C:54]([C:55]5[CH:60]=[CH:59][C:58]([C:61]6[CH:66]=[CH:65][C:64]([CH3:67])=[CH:63][CH:62]=6)=[CH:57][CH:56]=5)[O:1][N:2]=4)=[CH:44][CH:43]=3)=[O:34])=[CH:13][CH:14]=2)=[O:33])=[C:22]([C:29]([F:31])([F:30])[F:32])[CH:23]=1 |f:4.5|. Yields the product COC1=CC(=C(C=C1)CC(=O)NC1=CC=C(C(=O)N(CC2=CC=C(C=C2)C2=NOC(=N2)C2=CC=C(C=C2)C2=CC=C(C=C2)C)CC(=O)OC(C)(C)C)C=C1)C(F)(F)F (tert-butyl 2-(4-(2-(4-methoxy-2-(trifluoromethyl)phenyl)acetamido)-N-(4-(5-(4′-methyl-[1,1′-biphenyl]-4-yl)-1,2,4-oxadiazol-3-yl)benzyl)benzamido)acetate). Isolated yield 40.0%. The solvent is O1CCOCC1 (dioxane), O1CCOCC1 (dioxane), C(=O)(O)[O-].[Na+] (NaHCO3). Run at time 30 minute. Starting materials: [N+](=O)([O-])C=1C=C2C(CC(CC2=CC1)C(=O)OCC)=O (Ethyl 6-nitro-1,2,3,4-tetrahydro-4-oxo-2-naphthalenecarboxylate), Cl (hydrochloric acid). Product: Cl.NC=1C=C2CCC(CC2=CC1)C(=O)OCC (ethyl 6-amino-1,2,3,4-tetrahydro-2-naphthalenecarboxylate hydrochloride). Reaction SMILES: [N+:1]([C:4]1[CH:5]=[C:6]2[C:11](=[CH:12][CH:13]=1)[CH2:10][CH:9]([C:14]([O:16][CH2:17][CH3:18])=[O:15])[CH2:8][C:7]2=O)([O-])=O.[ClH:20]>>[ClH:20].[NH2:1][C:4]1[CH:5]=[C:6]2[C:11](=[CH:12][CH:13]=1)[CH2:10][CH:9]([C:14]([O:16][CH2:17][CH3:18])=[O:15])[CH2:8][CH2:7]2 |f:2.3|. Reported procedure: Ethyl 6-nitro-1,2,3,4-tetrahydro-4-oxo-2-naphthalenecarboxylate was treated according to the procedure described in step (1) of Referential Example 1 but using concentrated hydrochloric acid instead of 48% hydrobromic acid to give ethyl 6-amino-1,2,3,4-tetrahydro-2-naphthalenecarboxylate hydrochloride with m.p. 117°-130° C. (decomposition). The reactants are O.NN (hydrazine hydrate), O (water), ClC1=NC=C(C=C1)[N+](=O)[O-] (2-chloro-5-nitropyridine). Solvent: C(C)O (ethanol). Run at time 16 hour. The product is N(N)C1=NC=C(C=C1)[N+](=O)[O-] (2-Hydrazino-5-Nitropyridine). The yield is 77.3%. Reaction SMILES: O.[NH2:2][NH2:3].O.Cl[C:6]1[CH:11]=[CH:10][C:9]([N+:12]([O-:14])=[O:13])=[CH:8][N:7]=1>C(O)C>[NH:2]([C:6]1[CH:11]=[CH:10][C:9]([N+:12]([O-:14])=[O:13])=[CH:8][N:7]=1)[NH2:3] |f:0.1|. Procedure: To a stirred solution of hydrazine hydrate (30.0 equivalents), water (4 ml/gm of pyridine), and ethanol (2 ml/gm of pyridine) was added 2-chloro-5-nitropyridine (1 equivalent). The reaction mixture was stirred at 20° for 16 hours (a very thick green slurry forms). The precipitate was isolated by filtration and the solid was washed with methanol and then ether to give a green solid. The product was used without further purification; yield 77.3%; m.p. 205°-207°. IR {KBr): 3340, 3200, 2980, 1670, 1... The reactants are O=C1CCC(=O)N1Br, O=C(OOC(=O)c1ccccc1)c1ccccc1, CCOC(=O)c1nn(-c2ccc(Cl)cc2Cl)c(-c2ccc(Cl)cc2)c1C, ClC(Cl)(Cl)Cl. Product: CCOC(=O)c1nn(-c2ccc(Cl)cc2Cl)c(-c2ccc(Cl)cc2)c1CBr. Reaction SMILES: [Br:1][N:2]1[C:3](=[O:4])[CH2:5][CH2:6][C:7]1=[O:8].[C:9]([O:10][O:11][C:12](=[O:13])[c:14]1[cH:15][cH:16][cH:17][cH:18][cH:19]1)(=[O:20])[c:21]1[cH:22][cH:23][cH:24][cH:25][cH:26]1.[Cl:27][c:28]1[cH:29][cH:30][c:31](-[c:34]2[c:35]([CH3:52])[c:36]([C:47](=[O:48])[O:49][CH2:50][CH3:51])[n:37][n:38]2-[c:39]2[c:40]([Cl:46])[cH:41][c:42]([Cl:45])[cH:43][cH:44]2)[cH:32][cH:33]1.[Cl:53][C:54]([Cl:55])([Cl:56])[Cl:57]>>[Br:1][CH2:52][c:35]1[c:34](-[c:31]2[cH:30][cH:29][c:28]([Cl:27])[cH:33][cH:32]2)[n:38](-[c:39]2[c:40]([Cl:46])[cH:41][c:42]([Cl:45])[cH:43][cH:44]2)[n:37][c:36]1[C:47](=[O:48])[O:49][CH2:50][CH3:51]. The reactants are F[C@H](CO)CCCCCC ((S)-2-fluorooctane-1-ol), C1(=CC=C(C=C1)S(=O)(=O)Cl)C (p-toluenesulfonyl chloride), N1=CC=CC=C1 (pyridine), O (water). The solvent is C1(=CC=CC=C1)C (toluene). Product: F[C@H](COS(=O)(=O)C1=CC=C(C=C1)C)CCCCCC ((S)-2-fluoro-1-p-toluenesulfonyloxyoctane). The yield is 98.0%. RXN SMILES: [F:1][C@@H:2]([CH2:5][CH2:6][CH2:7][CH2:8][CH2:9][CH3:10])[CH2:3][OH:4].[C:11]1([CH3:21])[CH:16]=[CH:15][C:14]([S:17](Cl)(=[O:19])=[O:18])=[CH:13][CH:12]=1.N1C=CC=CC=1.O>C1(C)C=CC=CC=1>[F:1][C@@H:2]([CH2:5][CH2:6][CH2:7][CH2:8][CH2:9][CH3:10])[CH2:3][O:4][S:17]([C:14]1[CH:15]=[CH:16][C:11]([CH3:21])=[CH:12][CH:13]=1)(=[O:19])=[O:18]. Reported procedure: Three grams of the obtained (S)-2-fluorooctane-1-ol, 4.5 g of p-toluenesulfonyl chloride and 50 ml of pyridine were stirred at room temperature. 100 ml of water and 200 ml of toluene were added to the solution. The organic layer was separated and washed with an acid solution, with an alkali solution and with water, dried over magnesium sulfate, and concentrated. 6.0 g of (S)-2-fluoro-1-p-toluenesulfonyloxyoctane was obtained. The reactants are c1ccc(COc2ccc(-c3c4c(nc5ccnn35)CCCCC4)cc2)cc1, CCOC(C)=O, CO, [Pd]. Yields the product Oc1ccc(-c2c3c(nc4ccnn24)CCCCC3)cc1. Reaction SMILES: [CH2:1]([c:2]1[cH:3][cH:4][cH:5][cH:6][cH:7]1)[O:8][c:9]1[cH:10][cH:11][c:12](-[c:15]2[n:16]3[n:17][cH:18][cH:19][c:20]3[n:21][c:22]3[c:23]2[CH2:24][CH2:25][CH2:26][CH2:27][CH2:28]3)[cH:13][cH:14]1.[CH3:29][CH2:30][O:31][C:32]([CH3:33])=[O:34].[CH3:35][OH:36].[Pd:37]>>[OH:8][c:9]1[cH:10][cH:11][c:12](-[c:15]2[n:16]3[n:17][cH:18][cH:19][c:20]3[n:21][c:22]3[c:23]2[CH2:24][CH2:25][CH2:26][CH2:27][CH2:28]3)[cH:13][cH:14]1. Reactants: N#Cc1ccc(C(=O)O)cn1, CCO, Cl, NO, [Na]. Product: NC(=NO)c1ccc(C(=O)O)cn1. As a reaction SMILES: [C:2](=[O:3])([OH:4])[c:5]1[cH:6][cH:7][c:8]([C:11]#[N:12])[n:9][cH:10]1.[CH3:16][CH2:17][OH:18].[ClH:13].[NH2:14][OH:15].[Na:1]>>[C:2](=[O:3])([OH:4])[c:5]1[cH:6][cH:7][c:8]([C:11]([NH2:12])=[N:14][OH:15])[n:9][cH:10]1. Starting materials: [Cl-].COC1=CC=C(C[Zn+])C=C1 (4-methoxybenzylzinc chloride), Br.NC1=C(C=C(C2=CC=CC=C12)Br)C(=O)OC (methyl 1-amino-4-bromo-2-naphthoate hydrobromide). Reagents/catalysts: C=1C=CC(=CC1)[P](C=2C=CC=CC2)(C=3C=CC=CC3)[Pd]([P](C=4C=CC=CC4)(C=5C=CC=CC5)C=6C=CC=CC6)([P](C=7C=CC=CC7)(C=8C=CC=CC8)C=9C=CC=CC9)[P](C=1C=CC=CC1)(C=1C=CC=CC1)C=1C=CC=CC1 (tetrakis(triphenylphosphine)palladium(0)). Run in C(C)(=O)OCC (ethyl acetate), O (water). Reaction conditions: temperature 90 celsius. Yields the product Br.NC1=C(C=C(C2=CC=CC=C12)Br)C(=O)OC (Methyl 1-amino-4-bromo-2-naphthoate hydrobromide), NC1=C(C=C(C2=CC=CC=C12)CC1=CC=C(C=C1)OC)C(=O)OC (methyl 1-amino-4-(4-methoxybenzyl)-2-naphthoate). As a reaction SMILES: Br.[NH2:2][C:3]1[C:12]2[C:7](=[CH:8][CH:9]=[CH:10][CH:11]=2)[C:6]([Br:13])=[CH:5][C:4]=1[C:14]([O:16][CH3:17])=[O:15].[Cl-].[CH3:19][O:20][C:21]1[CH:28]=[CH:27][C:24]([CH2:25][Zn+])=[CH:23][CH:22]=1>C(OCC)(=O)C.O.C1C=CC([P]([Pd]([P](C2C=CC=CC=2)(C2C=CC=CC=2)C2C=CC=CC=2)([P](C2C=CC=CC=2)(C2C=CC=CC=2)C2C=CC=CC=2)[P](C2C=CC=CC=2)(C2C=CC=CC=2)C2C=CC=CC=2)(C2C=CC=CC=2)C2C=CC=CC=2)=CC=1>[BrH:13].[NH2:2][C:3]1[C:12]2[C:7](=[CH:8][CH:9]=[CH:10][CH:11]=2)[C:6]([Br:13])=[CH:5][C:4]=1[C:14]([O:16][CH3:17])=[O:15].[NH2:2][C:3]1[C:12]2[C:7](=[CH:8][CH:9]=[CH:10][CH:11]=2)[C:6]([CH2:25][C:24]2[CH:27]=[CH:28][C:21]([O:20][CH3:19])=[CH:22][CH:23]=2)=[CH:5][C:4]=1[C:14]([O:16][CH3:17])=[O:15] |f:0.1,2.3,7.8,^1:39,41,60,79|. Procedure: Methyl 1-amino-4-bromo-2-naphthoate hydrobromide was prepared as described in Example 1. To a round bottom flask containing methyl 1-amino-4-bromo-2-naphthoate hydrobromide (3.50 g, 9.69 mmol) under an atmosphere of nitrogen was added 4-methoxybenzylzinc chloride (97.0 mL, 0.5 M in THF, 48.5 mmol) and tetrakis(triphenylphosphine)palladium(0) (10 mol %). The mixture was heated at 90° C. for 7 h, cooled to rt, and diluted with 50 mL of ethyl acetate and 50 mL of water. The mixture was partitioned ... Reactants: OC(CC)(C=1N=CN(C1)C(C1=CC=CC=C1)(C1=CC=CC=C1)C1=CC=CC=C1)C1=CC=C(C=C1)C1=CC(=CC=C1)NC(C)=O (N-[4′-[1-hydroxy-1-(1-trityl-1H-imidazol-4-yl)propyl][1,1′-biphenyl]-3-yl]acetamide), Cl (hydrochloric acid). The reagents and catalysts are [C].[Pd] (palladium carbon). Product: OC(CC)(C=1N=CNC1)C1=CC=C(C=C1)C1=CC(=CC=C1)NC(C)=O (N-[4′-[1-hydroxy-1-(1H-imidazol-4yl)propyl][1,1′-biphenyl]-3-yl]acetamide). The yield is 84.2%. RXN SMILES: [OH:1][C:2]([C:29]1[CH:34]=[CH:33][C:32]([C:35]2[CH:40]=[CH:39][CH:38]=[C:37]([NH:41][C:42](=[O:44])[CH3:43])[CH:36]=2)=[CH:31][CH:30]=1)([C:5]1[N:6]=[CH:7][N:8](C(C2C=CC=CC=2)(C2C=CC=CC=2)C2C=CC=CC=2)[CH:9]=1)[CH2:3][CH3:4].Cl>[C].[Pd]>[OH:1][C:2]([C:29]1[CH:30]=[CH:31][C:32]([C:35]2[CH:40]=[CH:39][CH:38]=[C:37]([NH:41][C:42](=[O:44])[CH3:43])[CH:36]=2)=[CH:33][CH:34]=1)([C:5]1[N:6]=[CH:7][NH:8][CH:9]=1)[CH2:3][CH3:4] |f:2.3|. Procedure details: By the reaction in the same manner as in Example 41-(ii) using N-[4′-[1-hydroxy-1-(1-trityl-1H-imidazol-4-yl)propyl][1,1′-biphenyl]-3-yl]acetamide (1.31 g), 10% palladium carbon (1.31 g) and 1N hydrochloric acid (2.27 ml), the colorless amorphous title compound (640 mg) was obtained. Starting materials: COCC(=O)NC1=NC(=C2N=CN(C2=N1)[C@H]1[C@@H](OCC2=CC=CC=C2)[C@H](OCC2=CC=CC=C2)[C@H](O1)COCC1=CC=CC=C1)NC(COC)=O (2,6-Di(methoxyacetamido)-9-(2,3,5-tri-O-benzyl-beta-D-arabinofuranosyl)purine), C[O-].[Na+] (sodium methoxide). The solvent is CO (methanol). Conditions: temperature 61 celsius, time 1 hour. Yields the product NC1=NC(=C2N=CN(C2=N1)[C@H]1[C@@H](OCC2=CC=CC=C2)[C@H](OCC2=CC=CC=C2)[C@H](O1)COCC1=CC=CC=C1)N (2-Amino-9-(2,3,5-tri-O-benzyl-beta-D-arabinofuranosyl)adenine). Isolated yield 67.7%. Reaction SMILES: COCC([NH:6][C:7]1[N:15]=[C:14]2[C:10]([N:11]=[CH:12][N:13]2[C@@H:16]2[O:36][C@H:35]([CH2:37][O:38][CH2:39][C:40]3[CH:45]=[CH:44][CH:43]=[CH:42][CH:41]=3)[C@@H:26]([O:27][CH2:28][C:29]3[CH:34]=[CH:33][CH:32]=[CH:31][CH:30]=3)[C@@H:17]2[O:18][CH2:19][C:20]2[CH:25]=[CH:24][CH:23]=[CH:22][CH:21]=2)=[C:9]([NH:46]C(=O)COC)[N:8]=1)=O.C[O-].[Na+]>CO>[NH2:6][C:7]1[N:15]=[C:14]2[C:10]([N:11]=[CH:12][N:13]2[C@@H:16]2[O:36][C@H:35]([CH2:37][O:38][CH2:39][C:40]3[CH:45]=[CH:44][CH:43]=[CH:42][CH:41]=3)[C@@H:26]([O:27][CH2:28][C:29]3[CH:34]=[CH:33][CH:32]=[CH:31][CH:30]=3)[C@@H:17]2[O:18][CH2:19][C:20]2[CH:25]=[CH:24][CH:23]=[CH:22][CH:21]=2)=[C:9]([NH2:46])[N:8]=1 |f:1.2|. Procedure details: The protected 2,6-di(methoxyacetamido)purine (IV) (1.55 kg, 2.20 mol) was dissolved in methanol (3.6 L) with stirring and warmed to 46°-48° C. A solution of sodium methoxide (30 g, 95%, 0.55 mol, in 250 mL methanol) was added and the solution was warmed to 61° C. The reaction was completed in about 1 hour (tlc) at which time the product started to precipitate. The mixture was allowed to cool to 30° C. and then refrigerated overnight. The product was collected, washed with ice-cold methanol (800 ...